This data is from the Open Reaction Database (ORD), a public repository of structured organic reaction records. The task is: describe an organic reaction: reactants, conditions, products, and yield The product is O1C(=CC=C1)C1=NC2=CC=C(C=C2C(=C1)C(=O)NC=1C=NC=CC1)C1=CC=CC=C1 (2-(furan-2-yl)-6-phenyl-N-(pyridin-3-yl)quinoline-4-carboxamide). Procedure: To a sealed tube under argon atmosphere was added 6-bromo-2-(furan-2-yl)-N-(pyridin-3-yl)quinoline-4-carboxamide (0.250 g) in DMF (5 ml), and the vessel was purged with argon under stirring for 5 minutes. After 5 minutes, 2N solution of sodium carbonate in water (3.3 ml) was added and the tube was purged with argon under stirring for 5 minutes. Phenylboronic acid (0.115 g) was then added and the tube was purged with argon under stirring for 15 minutes. Finally, palladium(0)tetrakis triphenylphos... Starting materials: BrC=1C=C2C(=CC(=NC2=CC1)C=1OC=CC1)C(=O)NC=1C=NC=CC1 (6-bromo-2-(furan-2-yl)-N-(pyridin-3-yl)quinoline-4-carboxamide). Solvent: CN(C)C=O (DMF), C(C)(=O)OCC (ethyl acetate). Run at temperature 90 celsius, time 5 minute. RXN SMILES: Br[C:2]1[CH:3]=[C:4]2[C:9](=[CH:10][CH:11]=1)[N:8]=[C:7]([C:12]1[O:13][CH:14]=[CH:15][CH:16]=1)[CH:6]=[C:5]2[C:17]([NH:19][C:20]1[CH:21]=[N:22][CH:23]=[CH:24][CH:25]=1)=[O:18]>CN(C=O)C.C(OCC)(=O)C>[O:13]1[CH:14]=[CH:15][CH:16]=[C:12]1[C:7]1[CH:6]=[C:5]([C:17]([NH:19][C:20]2[CH:21]=[N:22][CH:23]=[CH:24][CH:25]=2)=[O:18])[C:4]2[C:9](=[CH:10][CH:11]=[C:2]([C:2]3[CH:3]=[CH:4][CH:9]=[CH:10][CH:11]=3)[CH:3]=2)[N:8]=1. Isolated yield 124.1%.